This data is from the Open Reaction Database (ORD), a public repository of structured organic reaction records. The task is: describe an organic reaction: reactants, conditions, products, and yield Starting materials: Cc1cc(C(=O)N2CCOCC2)ccc1Br, COc1ccc(CN(Cc2ccc(OC)cc2)c2ncc(-c3nc(N4CCOCC4)nc4c3CCN4)cn2)cc1, COc1ccc(CN(Cc2ccc(OC)cc2)c2ncc(-c3nc(N4CCOCC4)nc4c3CCN4c3ccc(C(=O)N4CCOCC4)cc3C)cn2)cc1. The product is Cc1cc(C(=O)N2CCOCC2)ccc1N1CCc2c(-c3cnc(N)nc3)nc(N3CCOCC3)nc21. RXN SMILES: [Br:41][c:42]1[cH:43][cH:44][c:45]([C:46]([N:47]2[CH2:48][CH2:49][O:50][CH2:51][CH2:52]2)=[O:53])[cH:54][c:55]1[CH3:56].[CH3:1][O:2][c:3]1[cH:4][cH:5][c:6]([CH2:7][N:8]([CH2:9][c:10]2[cH:11][cH:12][c:13]([O:14][CH3:15])[cH:16][cH:17]2)[c:18]2[n:19][cH:20][c:21](-[c:22]3[c:23]4[c:27]([n:28][c:29]([N:30]5[CH2:31][CH2:32][O:33][CH2:34][CH2:35]5)[n:36]3)[NH:26][CH2:25][CH2:24]4)[cH:37][n:38]2)[cH:39][cH:40]1.[CH3:57][O:58][c:59]1[cH:60][cH:61][c:62]([CH2:63][N:64]([c:65]2[n:66][cH:67][c:68](-[c:71]3[c:72]4[c:73]([n:74][c:75]([N:77]5[CH2:78][CH2:79][O:80][CH2:81][CH2:82]5)[n:76]3)[N:83]([c:86]3[c:87]([CH3:100])[cH:88][c:89]([C:92](=[O:93])[N:94]5[CH2:95][CH2:96][O:97][CH2:98][CH2:99]5)[cH:90][cH:91]3)[CH2:84][CH2:85]4)[cH:69][n:70]2)[CH2:101][c:102]2[cH:103][cH:104][c:105]([O:106][CH3:107])[cH:108][cH:109]2)[cH:110][cH:111]1>>[NH2:64][c:65]1[n:66][cH:67][c:68](-[c:71]2[c:72]3[c:73]([n:74][c:75]([N:77]4[CH2:78][CH2:79][O:80][CH2:81][CH2:82]4)[n:76]2)[N:83]([c:86]2[c:87]([CH3:100])[cH:88][c:89]([C:92](=[O:93])[N:94]4[CH2:95][CH2:96][O:97][CH2:98][CH2:99]4)[cH:90][cH:91]2)[CH2:84][CH2:85]3)[cH:69][n:70]1.